From a dataset of the Open Reaction Database (ORD), a public repository of structured organic reaction records. describe an organic reaction: reactants, conditions, products, and yield The reactants are ClC1=C(C(=NC2=NC=CC=C12)C1=CC(=CC=C1)F)C (4-chloro-2-(3-fluorophenyl)-3-methyl-1,8-naphthyridine), CC1(CNC=2C1=NC=C(C2)N2CCOCC2)C (4-(3,3-dimethyl-2,3-dihydro-1H-pyrrolo[3,2-b]pyridin-6-yl)morpholine), CC(C)([O-])C.[Na+] (sodium tert-butoxide). Reagents/catalysts: CC(C)C1=CC(=C(C(=C1)C(C)C)C2=CC=CC=C2P(C3CCCCC3)C4CCCCC4)C(C)C.C1=CC=C([C-]=C1)CCN.Cl[Pd+] (XPhos precatalyst). Solvent: C1(=CC=CC=C1)C (toluene). Product: CC1(CN(C=2C1=NC=C(C2)N2CCOCC2)C2=C(C(=NC1=NC=CC=C21)C2=CC(=CC=C2)F)C)C (4-(3,3-dimethyl-6-(4-morpholinyl)-2,3-dihydro-1H-pyrrolo[3,2-b]pyridin-1-yl)-2-(3-fluorophenyl)-3-methyl-1,8-naphthyridine). Reaction SMILES: Cl[C:2]1[C:11]2[C:6](=[N:7][CH:8]=[CH:9][CH:10]=2)[N:5]=[C:4]([C:12]2[CH:17]=[CH:16][CH:15]=[C:14]([F:18])[CH:13]=2)[C:3]=1[CH3:19].[CH3:20][C:21]1([CH3:36])[C:25]2=[N:26][CH:27]=[C:28]([N:30]3[CH2:35][CH2:34][O:33][CH2:32][CH2:31]3)[CH:29]=[C:24]2[NH:23][CH2:22]1.CC(C)([O-])C.[Na+]>CC(C1C=C(C(C)C)C(C2C(P(C3CCCCC3)C3CCCCC3)=CC=CC=2)=C(C(C)C)C=1)C.C1C=[C-]C(CCN)=CC=1.Cl[Pd+].C1(C)C=CC=CC=1>[CH3:20][C:21]1([CH3:36])[C:25]2=[N:26][CH:27]=[C:28]([N:30]3[CH2:35][CH2:34][O:33][CH2:32][CH2:31]3)[CH:29]=[C:24]2[N:23]([C:2]2[C:11]3[C:6](=[N:7][CH:8]=[CH:9][CH:10]=3)[N:5]=[C:4]([C:12]3[CH:17]=[CH:16][CH:15]=[C:14]([F:18])[CH:13]=3)[C:3]=2[CH3:19])[CH2:22]1 |f:2.3,4.5.6|. Procedure: Prepared according to procedure Y using 4-chloro-2-(3-fluorophenyl)-3-methyl-1,8-naphthyridine (70.1 mg, 0.257 mmol), 4-(3,3-dimethyl-2,3-dihydro-1H-pyrrolo[3,2-b]pyridin-6-yl)morpholine (60 mg, 0.257 mmol), sodium tert-butoxide (49.4 mg, 0.514 mmol) and XPhos precatalyst (18.9 mg, 0.026 mmol) in toluene (4 mL) for 2 hours at 110° C. Purification by reverse phase HPLC (10 to 60% acetonitrile in water) gave 4-(3,3-dimethyl-6-(4-morpholinyl)-2,3-dihydro-1H-pyrrolo[3,2-b]pyridin-1-yl)-2-(3-fluoroph... The reactants are COC(CCBr)OC, CN(C)C=O, Cc1nc(-c2c[nH]c(=O)[nH]c2=O)cs1, Cl, Cl, O. Yields the product COC(CCn1cc(-c2csc(C)n2)c(=O)[nH]c1=O)OC. RXN SMILES: [Br:16][CH2:17][CH2:18][CH:19]([O:20][CH3:21])[O:22][CH3:23].[CH3:25][N:26]([CH3:27])[CH:28]=[O:29].[CH3:2][c:3]1[s:4][cH:5][c:6](-[c:8]2[c:9](=[O:15])[nH:10][c:11](=[O:14])[nH:12][cH:13]2)[n:7]1.[ClH:1].[ClH:24].[OH2:30]>>[CH3:2][c:3]1[s:4][cH:5][c:6](-[c:8]2[c:9](=[O:15])[nH:10][c:11](=[O:14])[n:12]([CH2:17][CH2:18][CH:19]([O:20][CH3:21])[O:22][CH3:23])[cH:13]2)[n:7]1. Yields the product COc1ccc2ccc(NC(=O)c3c(F)cccc3F)nc2n1. As a reaction SMILES: [CH3:25][CH2:26][OH:27].[F:1][c:2]1[c:3]([C:4](=[O:5])[OH:6])[c:7]([F:11])[cH:8][cH:9][cH:10]1.[NH2:12][c:13]1[n:14][c:15]2[n:16][c:17]([O:23][CH3:24])[cH:18][cH:19][c:20]2[cH:21][cH:22]1.[OH2:28]>>[F:1][c:2]1[c:3]([C:4](=[O:6])[NH:12][c:13]2[n:14][c:15]3[n:16][c:17]([O:23][CH3:24])[cH:18][cH:19][c:20]3[cH:21][cH:22]2)[c:7]([F:11])[cH:8][cH:9][cH:10]1. Reactants: CCO, O=C(O)c1c(F)cccc1F, COc1ccc2ccc(N)nc2n1, O. Starting materials: C(CC(=O)OCC)(=O)OCC (diethyl malonate), [H-].[Na+] (sodium hydride), OC1=NC=C(C=C1)[N+](=O)[O-] (2-hydroxy-5-nitropyridine), BrC=1C(=NC=C(C1)[N+](=O)[O-])Cl (3-bromo-2-chloro-5-nitropyridine). Solvent: C(C)OCC (diethyl ether). Conditions: temperature 100 celsius, time 1 hour. Product: BrC=1C(=NC=C(C1)[N+](=O)[O-])C (3-bromo-2-methyl-5-nitropyridine). As a reaction SMILES: [C:1](OCC)(=O)CC(OCC)=O.[H-].[Na+].[Br:14][C:15]1[C:16](Cl)=[N:17][CH:18]=[C:19]([N+:21]([O-:23])=[O:22])[CH:20]=1.OC1C=CC([N+]([O-])=O)=CN=1>C(OCC)C>[Br:14][C:15]1[C:16]([CH3:1])=[N:17][CH:18]=[C:19]([N+:21]([O-:23])=[O:22])[CH:20]=1 |f:1.2|. Procedure: A solution of diethyl malonate (17.6 mL, 0.116 mol) in diethyl ether (250 mL) at ambient temperature was treated with sodium hydride (80% in mineral oil, 3.5 g, 0.116 mol), and the mixture was stirred for 1 hour. Then 3-bromo-2-chloro-5-nitropyridine (25 g, 105 mmol; prepared from 2-hydroxy-5-nitropyridine according to the procedure of V. Koch and S. Schnatterer, Synthesis 1990, 499-501) was added in portions over 5 minutes. After the mixture had stirred for 1 hour, the solvent was evaporated, a... Starting materials: BrC=1C=NC=2N(C1)N=C(C2)C(=O)O (6-bromo-pyrazolo[1,5-a]pyrimidine-2-carboxylic acid), C(C)(C)C1NCCC2=CC=CC=C12 (1-Isopropyl-1,2,3,4-tetrahydro-isoquinoline). The product is BrC=1C=NC=2N(C1)N=C(C2)C(=O)N2C(C1=CC=CC=C1CC2)C(C)C ((6-Bromopyrazolo[1,5-a]pyrimidin-2-yl)-(1-isopropyl-3,4-dihydro-1H-isoquinolin-2-yl)methanone). As a reaction SMILES: [Br:1][C:2]1[CH:3]=[N:4][C:5]2[N:6]([N:8]=[C:9]([C:11]([OH:13])=O)[CH:10]=2)[CH:7]=1.[CH:14]([CH:17]1[C:26]2[C:21](=[CH:22][CH:23]=[CH:24][CH:25]=2)[CH2:20][CH2:19][NH:18]1)([CH3:16])[CH3:15]>>[Br:1][C:2]1[CH:3]=[N:4][C:5]2[N:6]([N:8]=[C:9]([C:11]([N:18]3[CH2:19][CH2:20][C:21]4[C:26](=[CH:25][CH:24]=[CH:23][CH:22]=4)[CH:17]3[CH:14]([CH3:16])[CH3:15])=[O:13])[CH:10]=2)[CH:7]=1. Reported procedure: In close analogy to the procedure described in Example 1, 6-bromo-pyrazolo[1,5-a]pyrimidine-2-carboxylic acid is reacted with 1-Isopropyl-1,2,3,4-tetrahydro-isoquinoline to provide the title compound in moderate yield. Reactants: COC(C(C)(C)C=1C=C(C(=O)OC)C=CC1)=O (methyl 3-(1-methoxy-2-methyl-1-oxopropan-2-yl)benzoate), [OH-].[Na+] (NaOH), [Cl-].[Na+] (sodium chloride), Cl (HCl). The solvent is CO (methanol). Conditions: time 8 hour. The product is C(=O)(O)C(C)(C)C=1C=C(C(=O)O)C=CC1 (3-(2-Carboxypropan-2-yl)benzoic acid). Reaction SMILES: C[O:2][C:3](=[O:17])[C:4]([C:7]1[CH:8]=[C:9]([CH:14]=[CH:15][CH:16]=1)[C:10]([O:12]C)=[O:11])([CH3:6])[CH3:5].[OH-].[Na+].Cl.[Cl-].[Na+]>CO>[C:3]([C:4]([C:7]1[CH:8]=[C:9]([CH:14]=[CH:15][CH:16]=1)[C:10]([OH:12])=[O:11])([CH3:6])[CH3:5])([OH:17])=[O:2] |f:1.2,4.5|. Reported procedure: A solution of methyl 3-(1-methoxy-2-methyl-1-oxopropan-2-yl)benzoate (54 mg, 0.229 mmol) in methanol (2 mL) was treated with 1 M NaOH (aq) (1 mL, 1.000 mmol), and the mixture was stirred overnight at room temperature. The mixture was treated with 1.0 N HCl (aq) (1.2 mL), and the methanol was removed in-vacuo. The remaining aqueous mixture was freeze dried to yield a mixture of the title compound and sodium chloride as colorless powder, which was used as-is in the next step.